From a dataset of the Open Reaction Database (ORD), a public repository of structured organic reaction records. describe an organic reaction: reactants, conditions, products, and yield Starting materials: CCCO, COc1ccccc1N1CCNCC1, C=C(Cc1ccccc1)C(=O)O. Yields the product COc1ccccc1N1CCN(CC(Cc2ccccc2)C(=O)O)CC1. As a reaction SMILES: [CH2:27]([OH:28])[CH2:29][CH3:30].[CH3:13][O:14][c:15]1[c:16]([N:21]2[CH2:22][CH2:23][NH:24][CH2:25][CH2:26]2)[cH:17][cH:18][cH:19][cH:20]1.[c:1]1([CH2:7][C:8]([C:9](=[O:10])[OH:11])=[CH2:12])[cH:2][cH:3][cH:4][cH:5][cH:6]1>>[c:1]1([CH2:7][CH:8]([C:9](=[O:10])[OH:11])[CH2:12][N:24]2[CH2:23][CH2:22][N:21]([c:16]3[c:15]([O:14][CH3:13])[cH:20][cH:19][cH:18][cH:17]3)[CH2:26][CH2:25]2)[cH:2][cH:3][cH:4][cH:5][cH:6]1. Reported procedure: A mixture of 5.9 g. of p-aminobenzonitrile and 8.8 g. of p-n-pentylbenzaldehyde in 100 ml. of benzene is treated with 150 mg. of p-toluenesulfonic acid and reacted as described in Example 1. After evaporation, there remain 13.9 g. of a yellow oil which crystallizes with cooling. Purification is carried out by several recrystallizations from isopropanol as described in Example 1. The p-[(p-n-pentylbenzyliden)amino]benzonitrile which is obtained has a melting point of 45.6°-46.4° C. and a clearing... As a reaction SMILES: [NH2:1][C:2]1[CH:9]=[CH:8][C:5]([C:6]#[N:7])=[CH:4][CH:3]=1.[CH2:10]([C:15]1[CH:22]=[CH:21][C:18]([CH:19]=O)=[CH:17][CH:16]=1)[CH2:11][CH2:12][CH2:13][CH3:14].C1(C)C=CC(S(O)(=O)=O)=CC=1>C1C=CC=CC=1>[CH2:10]([C:15]1[CH:22]=[CH:21][C:18]([CH:19]=[N:1][C:2]2[CH:9]=[CH:8][C:5]([C:6]#[N:7])=[CH:4][CH:3]=2)=[CH:17][CH:16]=1)[CH2:11][CH2:12][CH2:13][CH3:14]. Yields the product C(CCCC)C1=CC=C(C=NC2=CC=C(C#N)C=C2)C=C1 (p-[(p-n-pentylbenzyliden)amino]benzonitrile). Starting materials: NC1=CC=C(C#N)C=C1 (p-aminobenzonitrile), C(CCCC)C1=CC=C(C=O)C=C1 (p-n-pentylbenzaldehyde), C1(=CC=C(C=C1)S(=O)(=O)O)C (p-toluenesulfonic acid). Solvent: C1=CC=CC=C1 (benzene).